This data is from the Open Reaction Database (ORD), a public repository of structured organic reaction records. The task is: describe an organic reaction: reactants, conditions, products, and yield The reactants are BrC=1C=C2C(=C(C=NC2=CC1)C(=O)C1CC1)NC=1C=CC(=NC1)N1CC(CC1)N(C(OC(C)(C)C)=O)C (tert-butyl (1-(5-((6-bromo-3-(cyclopropanecarbonyl)quinolin-4-yl)amino)pyridin-2-yl)pyrrolidin-3-yl)(methyl)carbamate), ClC1=C(C(=CC(=C1)B1OC(C(O1)(C)C)(C)C)Cl)O (2,6-dichloro-4-(4,4,5,5-tetramethyl-1,3,2-dioxaborolan-2-yl)phenol), Cl (HCl), C(=O)(C(F)(F)F)O (TFA), C(=O)([O-])[O-].[Cs+].[Cs+] (Cs2CO3). The reagents and catalysts are C1=CC=C(C=C1)P([C-]2C=CC=C2)C3=CC=CC=C3.C1=CC=C(C=C1)P([C-]2C=CC=C2)C3=CC=CC=C3.Cl[Pd]Cl.[Fe+2] (Pd(dppf)Cl2). Run in O1CCOCC1 (dioxane). Run at temperature 80 celsius. Product: Cl.Cl.Cl.ClC=1C=C(C=C(C1O)F)C=1C=C2C(=C(C=NC2=CC1)C(=O)C1CC1)NC=1C=NC(=CC1)N1CC(CC1)NC ((6-(3-chloro-5-fluoro-4-hydroxyphenyl)-4-((6-(3-(methylamino)pyrrolidin-1-yl)pyridin-3-yl)amino)quinolin-3-yl)(cyclopropyl)methanone trihydrochloride). The yield is 47.0%. Reaction SMILES: Br[C:2]1[CH:3]=[C:4]2[C:9](=[CH:10][CH:11]=1)[N:8]=[CH:7][C:6]([C:12]([CH:14]1[CH2:16][CH2:15]1)=[O:13])=[C:5]2[NH:17][C:18]1[CH:19]=[CH:20][C:21]([N:24]2[CH2:28][CH2:27][CH:26]([N:29]([CH3:37])C(=O)OC(C)(C)C)[CH2:25]2)=[N:22][CH:23]=1.[Cl:38][C:39]1[CH:44]=[C:43](B2OC(C)(C)C(C)(C)O2)[CH:42]=[C:41]([Cl:54])[C:40]=1[OH:55].C([O-])([O-])=O.[Cs+].[Cs+].[ClH:62].C(O)(C(F)(F)[F:66])=O>O1CCOCC1.C1C=CC(P(C2C=CC=CC=2)[C-]2C=CC=C2)=CC=1.C1C=CC(P(C2C=CC=CC=2)[C-]2C=CC=C2)=CC=1.Cl[Pd]Cl.[Fe+2]>[ClH:38].[ClH:62].[ClH:38].[Cl:54][C:41]1[CH:42]=[C:43]([C:2]2[CH:3]=[C:4]3[C:9](=[CH:10][CH:11]=2)[N:8]=[CH:7][C:6]([C:12]([CH:14]2[CH2:16][CH2:15]2)=[O:13])=[C:5]3[NH:17][C:18]2[CH:23]=[N:22][C:21]([N:24]3[CH2:28][CH2:27][CH:26]([NH:29][CH3:37])[CH2:25]3)=[CH:20][CH:19]=2)[CH:44]=[C:39]([F:66])[C:40]=1[OH:55] |f:2.3.4,8.9.10.11,12.13.14.15|. Procedure details: To a suspension of tert-butyl (1-(5-((6-bromo-3-(cyclopropanecarbonyl)quinolin-4-yl)amino)pyridin-2-yl)pyrrolidin-3-yl)(methyl)carbamate (88 mg, 0.155 mmol), 2,6-dichloro-4-(4,4,5,5-tetramethyl-1,3,2-dioxaborolan-2-yl)phenol (68 mg, 0.25 mmol) and Pd(dppf)Cl2 (11 mg, 0.015 mmol) in dioxane (4 mL) was added Cs2CO3 (1.0 M in H2O, 0.4 mL, 0.4 mmol). N2 gas was bubbled through the reaction mixture and the mixture was then heated at 80° C. for 2 h. The solution was allowed to cool to room temperature... Reactants: Cl.C(C)N1C[C@@H]2CCC(C[C@]2(CC1)C1=CC(=CC=C1)OC)=O ((±)-trans-2-ethyl-4a-(3-methoxyphenyl)-6-oxo-1,2,3,4,4a,5,6,7,8,8a-decahydroisoquinoline hydrochloride), C1(=CC=CC=C1)NN=C(C(=O)OCC)C(C)=O (ethyl 2-phenylhydrazono-3-oxobutyrate), CC(=O)O[Na] (CH3COONa). The reagents and catalysts are [Zn] (zinc). The solvent is C(C)(=O)O (acetic acid). Yields the product C(C)N1C[C@H]2CC3=C(C[C@@]2(CC1)C1=CC(=CC=C1)OC)NC(=C3C)C(=O)OCC ((±)-trans-6-Ethyl-2-ethoxycarbonyl-3-methyl-8a-(3-methoxyphenyl)-4,4a,5,6,7,8,8a,9-octahydro-1H-pyrrolo[2,3-g]isoquinoline). The yield is 61.3%. As a reaction SMILES: Cl.[CH2:2]([N:4]1[CH2:13][CH2:12][C@@:11]2([C:14]3[CH:19]=[CH:18][CH:17]=[C:16](OC)[CH:15]=3)[C@@H:6]([CH2:7][CH2:8][C:9](=O)[CH2:10]2)[CH2:5]1)[CH3:3].C1(N[N:30]=[C:31]([C:37](=O)[CH3:38])[C:32]([O:34][CH2:35][CH3:36])=[O:33])C=CC=CC=1.C[C:41](O[Na])=[O:42]>C(O)(=O)C.[Zn]>[CH2:2]([N:4]1[CH2:13][CH2:12][C@:11]2([C:14]3[CH:19]=[CH:18][CH:17]=[C:16]([O:42][CH3:41])[CH:15]=3)[C@H:6]([CH2:7][C:8]3[C:37]([CH3:38])=[C:31]([C:32]([O:34][CH2:35][CH3:36])=[O:33])[NH:30][C:9]=3[CH2:10]2)[CH2:5]1)[CH3:3] |f:0.1|. Reported procedure: 0.8 g (2.47 mmol) of (±)-trans-2-ethyl-4a-(3-methoxyphenyl)-6-oxo-1,2,3,4,4a,5,6,7,8,8a-decahydroisoquinoline hydrochloride and 0.87 g (93.7 mmol) of ethyl 2-phenylhydrazono-3-oxobutyrate [Organic Reactions, R. Adams Ed; Wiley, New York, 10, 32-33, (1951-1959)] were dissolved in a mixture of 3 mi of glacial acetic acid and 0.34 g (4.2 mmol) of CH3COONa. The solution was treated as described in example 1 adding 0.74 g (11.3 mmol) of zinc dust. The residue was purified by flash chromatography (AcO...